This data is from the Open Reaction Database (ORD), a public repository of structured organic reaction records. The task is: describe an organic reaction: reactants, conditions, products, and yield Reactants: CC(C)(C)OC(=O)NC(C)(C)C(=O)OCc1ccccc1, CCOCC, Cl. As a reaction SMILES: [C:1]([O:2][C:3](=[O:4])[NH:8][C:9]([C:10](=[O:11])[O:12][CH2:13][c:14]1[cH:15][cH:16][cH:17][cH:18][cH:19]1)([CH3:20])[CH3:21])([CH3:5])([CH3:6])[CH3:7].[CH3:23][CH2:24][O:25][CH2:26][CH3:27].[ClH:22]>>[ClH:22].[NH2:8][C:9]([C:10](=[O:11])[O:12][CH2:13][c:14]1[cH:15][cH:16][cH:17][cH:18][cH:19]1)([CH3:20])[CH3:21]. Product: Cl, CC(C)(N)C(=O)OCc1ccccc1. Starting materials: CC1CN(Cc2ccccc2)CCC1Oc1cccc(N)c1, C1COCCO1, CO, O=C(Cl)c1ccc(F)cc1Cl. The product is CC1CN(Cc2ccccc2)CCC1Oc1cccc(NC(=O)c2ccc(F)cc2Cl)c1. As a reaction SMILES: [CH2:1]([c:2]1[cH:3][cH:4][cH:5][cH:6][cH:7]1)[N:8]1[CH2:9][CH:10]([CH3:22])[CH:11]([O:14][c:15]2[cH:16][c:17]([NH2:21])[cH:18][cH:19][cH:20]2)[CH2:12][CH2:13]1.[CH2:23]1[O:24][CH2:25][CH2:26][O:27][CH2:28]1.[CH3:40][OH:41].[Cl:29][c:30]1[c:31]([C:32](=[O:33])[Cl:34])[cH:35][cH:36][c:37]([F:39])[cH:38]1>>[CH2:1]([c:2]1[cH:3][cH:4][cH:5][cH:6][cH:7]1)[N:8]1[CH2:9][CH:10]([CH3:22])[CH:11]([O:14][c:15]2[cH:16][c:17]([NH:21][C:32]([c:31]3[c:30]([Cl:29])[cH:38][c:37]([F:39])[cH:36][cH:35]3)=[O:33])[cH:18][cH:19][cH:20]2)[CH2:12][CH2:13]1.